Dataset: the Open Reaction Database (ORD), a public repository of structured organic reaction records. Task: describe an organic reaction: reactants, conditions, products, and yield As a reaction SMILES: [CH3:22][N:23]([CH3:24])[CH:25]=[O:26].[CH3:27][CH2:28][O:29][C:30](=[O:31])[CH3:32].[CH3:3][O:4][c:5]1[cH:6][cH:7][c:8]([OH:11])[cH:9][cH:10]1.[H-:1].[NH2:12][c:13]1[c:14]([Br:19])[c:15]([CH3:18])[n:16][o:17]1.[Na+:21].[Na+:2].[OH-:20]>>[CH3:3][O:4][c:5]1[cH:6][cH:7][c:8]([O:11][c:14]2[c:13]([NH2:12])[o:17][n:16][c:15]2[CH3:18])[cH:9][cH:10]1. The product is COc1ccc(Oc2c(C)noc2N)cc1. Starting materials: CN(C)C=O, CCOC(C)=O, COc1ccc(O)cc1, [H-], Cc1noc(N)c1Br, [Na+], [Na+], [OH-]. Product: C#CCn1c(C(F)(F)F)nc2cc(F)c(N)cc21. RXN SMILES: [CH2:1]([C:2]#[CH:3])[n:4]1[c:5]([C:17]([F:18])([F:19])[F:20])[n:6][c:7]2[c:8]1[cH:9][c:10]([N+:14]([O-:15])=[O:16])[c:11]([F:13])[cH:12]2.[CH3:21][CH2:22][O:23][C:24](=[O:25])[CH3:26].[CH3:28][C:29](=[O:30])[OH:31].[Fe:32].[OH2:27]>>[CH2:1]([C:2]#[CH:3])[n:4]1[c:5]([C:17]([F:18])([F:19])[F:20])[n:6][c:7]2[c:8]1[cH:9][c:10]([NH2:14])[c:11]([F:13])[cH:12]2. Reactants: C#CCn1c(C(F)(F)F)nc2cc(F)c([N+](=O)[O-])cc21, CCOC(C)=O, CC(=O)O, [Fe], O. Starting materials: N1=NNC(C2=C1C=CC=C2)=O (1,2,3-benzotriazin-4(3H)-one), C([O-])([O-])=O.[K+].[K+] (potassium carbonate), BrC(C)Br (dibromoethane). The solvent is O (water), CN(C=O)C (dimethylformamide). Conditions: time 20 minute. Yields the product BrCCN1N=NC2=C(C1=O)C=CC=C2 (3-(2-bromoethyl)-1,2,3-benzotriazin-4(3H)-one). Yield: 68.3%. As a reaction SMILES: [N:1]1[C:6]2[CH:7]=[CH:8][CH:9]=[CH:10][C:5]=2[C:4](=[O:11])[NH:3][N:2]=1.C(=O)([O-])[O-].[K+].[K+].[Br:18][CH:19](Br)[CH3:20]>CN(C)C=O.O>[Br:18][CH2:19][CH2:20][N:3]1[C:4](=[O:11])[C:5]2[CH:10]=[CH:9][CH:8]=[CH:7][C:6]=2[N:1]=[N:2]1 |f:1.2.3|. Procedure details: To a solution of the compound 1,2,3-benzotriazin-4(3H)-one (500 mg) (commercially available) in dimethylformamide (13 ml) was added anhydrous potassium carbonate (2.8 g) and stirred for 20 minutes. To it was added dibromoethane (2 g) and stirred the reaction mixture first at room temperature for few minutes and then at 60° C. for 2 hours. The solid thus obtained was filtered and the filterate was concentrated under reduced pressure. The residue thus obtained was diluted with water and extracted ... The reactants are O=C([O-])[O-], Oc1cccc(OCc2ccccc2)c1, CCOC(C)=O, CS(C)=O, [K+], [K+], N#Cc1ccc([N+](=O)[O-])s1, O. The product is N#Cc1ccc(Oc2cccc(OCc3ccccc3)c2)s1. Reaction SMILES: [C:26](=[O:27])([O-:28])[O-:29].[CH2:1]([c:2]1[cH:3][cH:4][cH:5][cH:6][cH:7]1)[O:8][c:9]1[cH:10][c:11]([OH:15])[cH:12][cH:13][cH:14]1.[CH3:32][CH2:33][O:34][C:35](=[O:36])[CH3:37].[CH3:38][S:39]([CH3:40])=[O:41].[K+:30].[K+:31].[N+:16]([O-:17])(=[O:18])[c:19]1[cH:20][cH:21][c:22]([C:24]#[N:25])[s:23]1.[OH2:42]>>[CH2:1]([c:2]1[cH:3][cH:4][cH:5][cH:6][cH:7]1)[O:8][c:9]1[cH:10][c:11]([O:15][c:19]2[cH:20][cH:21][c:22]([C:24]#[N:25])[s:23]2)[cH:12][cH:13][cH:14]1. Reactants: C(C)(=O)NC=1C2=C(N=CN1)N(C=C2)[C@H]2[C@](OC(C)=O)([C@H](OC(C)=O)[C@H](O2)COC(C)=O)C (4-Acetylamino-7-(2,3,5-tri-O-acetyl-2-C-methyl-β-D-ribofuranosyl)-7H-pyrrolo[2,3-d]pyrimidine), BrN1C(CCC1=O)=O (N-bromosuccinimide). The solvent is CN(C)C=O (DMF), CN(C)C=O (DMF). Conditions: temperature 0 celsius, time 30 minute. The product is C(C)(=O)NC=1C2=C(N=CN1)N(C=C2Br)[C@H]2[C@](OC(C)=O)([C@H](OC(C)=O)[C@H](O2)COC(C)=O)C (4-Acetylamino-5-bromo-7-(2,3,5-tri-O-acetyl-2-C-methyl-β-D-ribofuranosyl)-7H-pyrrolo[2,3-d]pyrimidine). Reaction SMILES: [C:1]([NH:4][C:5]1[C:6]2[CH:13]=[CH:12][N:11]([C@@H:14]3[O:26][C@H:25]([CH2:27][O:28][C:29](=[O:31])[CH3:30])[C@@H:20]([O:21][C:22](=[O:24])[CH3:23])[C@@:15]3([CH3:32])[O:16][C:17](=[O:19])[CH3:18])[C:7]=2[N:8]=[CH:9][N:10]=1)(=[O:3])[CH3:2].[Br:33]N1C(=O)CCC1=O>CN(C=O)C>[C:1]([NH:4][C:5]1[C:6]2[C:13]([Br:33])=[CH:12][N:11]([C@@H:14]3[O:26][C@H:25]([CH2:27][O:28][C:29](=[O:31])[CH3:30])[C@@H:20]([O:21][C:22](=[O:24])[CH3:23])[C@@:15]3([CH3:32])[O:16][C:17](=[O:19])[CH3:18])[C:7]=2[N:8]=[CH:9][N:10]=1)(=[O:3])[CH3:2]. Reported procedure: To a pre-cooled (0° C.) solution of the compound from Step A (460 mg, 1.00 mmol) in DMF is added N-bromosuccinimide (178 mg, 1.0 mmol) in DMF. The resulting solution is stirred at 0° C. for 30 min then at room temperature for another 30 min. The reaction is quenched by addition of methanol and evaporated in vacuo. The resulting crude mixture is purified on silica gel using ethyl acetate/hexane as the eluent. Fractions containing the desired product are pooled and evaporated in vacuo to give the ... Reactants: C1CCOC1, CCOC(C)=O, CCCC(C)C, OC1CCOCC1, CCOC(=O)N=NC(=O)OCC, COC(=O)c1cc(O)cc(OCc2ccccc2)c1, c1ccc(P(c2ccccc2)c2ccccc2)cc1. Product: COC(=O)c1cc(OCc2ccccc2)cc(OC2CCOCC2)c1. Reaction SMILES: [CH2:58]1[O:59][CH2:60][CH2:61][CH2:62]1.[CH3:63][CH2:64][O:65][C:66](=[O:67])[CH3:68].[CH3:69][CH2:70][CH2:71][CH:72]([CH3:73])[CH3:74].[O:20]1[CH2:21][CH2:22][CH:23]([OH:26])[CH2:24][CH2:25]1.[O:46]=[C:47]([O:48][CH2:49][CH3:50])[N:51]=[N:52][C:53]([O:54][CH2:55][CH3:56])=[O:57].[OH:1][c:2]1[cH:3][c:4]([C:5](=[O:6])[O:7][CH3:8])[cH:9][c:10]([O:12][CH2:13][c:14]2[cH:15][cH:16][cH:17][cH:18][cH:19]2)[cH:11]1.[c:27]1([P:28]([c:29]2[cH:30][cH:31][cH:32][cH:33][cH:34]2)[c:35]2[cH:36][cH:37][cH:38][cH:39][cH:40]2)[cH:41][cH:42][cH:43][cH:44][cH:45]1>>[O:1]([c:2]1[cH:3][c:4]([C:5](=[O:6])[O:7][CH3:8])[cH:9][c:10]([O:12][CH2:13][c:14]2[cH:15][cH:16][cH:17][cH:18][cH:19]2)[cH:11]1)[CH:23]1[CH2:22][CH2:21][O:20][CH2:25][CH2:24]1. Reactants: C[Mg]Cl (CH3MgCl), CeCl3, C(C)(=O)C1=CC(=C(C#N)C=C1)F (4-Acetyl-2-fluoro-benzonitrile). Run in C1CCOC1 (THF), C1CCOC1 (THF). Run at temperature 0 celsius, time 45 minute. The product is FC1=C(C#N)C=CC(=C1)C(C)(C)O (2-Fluoro-4-(1-hydroxy-1-methyl-ethyl)-benzonitrile). Reaction SMILES: [CH3:1][Mg]Cl.[C:4]([C:7]1[CH:14]=[CH:13][C:10]([C:11]#[N:12])=[C:9]([F:15])[CH:8]=1)(=[O:6])[CH3:5]>C1COCC1>[F:15][C:9]1[CH:8]=[C:7]([C:4]([OH:6])([CH3:1])[CH3:5])[CH:14]=[CH:13][C:10]=1[C:11]#[N:12]. Reported procedure: To a stirred suspension of 4.7 g (0.019 mol) anhydrous CeCl3 in 30 mL anhydrous THF at 0° C. was added 6 mL of 3.0M CH3MgCl dropwise. Stirred at 0° C. for 45 minutes. Next a solution of 2.5 g (0.015 mol) 4-Acetyl-2-fluoro-benzonitrile in 200 mL anhydrous THF was added dropwise at 0° C. Stirred at 0° C. for 1 hour, then quenched with 2N acetic acid added dropwise. The mixture was poured into 200 mL water and acidified to pH 2 with 2N acetic acid. The aqueous layer was extracted with ethyl acetate...